This data is from the Open Reaction Database (ORD), a public repository of structured organic reaction records. The task is: describe an organic reaction: reactants, conditions, products, and yield Reactants: C(C)OC=1C=C(C=CC1OC)C(CS(=O)(=O)C)N (1-(3-ethoxy-4-methoxyphenyl)-2-methylsulfonylethylamine), C1=CC=C(C(=C1)C=O)C=O (1,2-phthalic dicarboxaldehyde), CCOCC (ether). RXN SMILES: [CH2:1]([O:3][C:4]1[CH:5]=[C:6]([CH:12]([NH2:18])[CH2:13][S:14]([CH3:17])(=[O:16])=[O:15])[CH:7]=[CH:8][C:9]=1[O:10][CH3:11])[CH3:2].[CH:19]1[CH:24]=[C:23]([CH:25]=[O:26])[C:22]([CH:27]=O)=[CH:21][CH:20]=1.CCOCC>C(O)(=O)C>[CH2:1]([O:3][C:4]1[CH:5]=[C:6]([CH:12]([N:18]2[CH2:27][C:22]3[C:23](=[CH:24][CH:19]=[CH:20][CH:21]=3)[C:25]2=[O:26])[CH2:13][S:14]([CH3:17])(=[O:16])=[O:15])[CH:7]=[CH:8][C:9]=1[O:10][CH3:11])[CH3:2]. Run in C(C)(=O)O (acetic acid). Yields the product C(C)OC=1C=C(C=CC1OC)C(CS(=O)(=O)C)N1C(C2=CC=CC=C2C1)=O (2-[1-(3-ethoxy-4-methoxyphenyl)-2-methylsulfonylethyl]isoindolin-1-one). Isolated yield 69.4%. Procedure details: A stirred mixture 1-(3-ethoxy-4-methoxyphenyl)-2-methylsulfonylethylamine (100 mg, 0.37 mmol) and 1,2-phthalic dicarboxaldehyde (49 mg, 0.37 mmol) in acetic acid (2 mL) was heated to reflux for 15 min. Removal of solvent in vacuo and chromatography gave an oil which was stirred with ether (2 mL). The resulting suspension was filtered to yield 2-[1-(3-ethoxy-4-methoxyphenyl)-2-methylsulfonylethyl]isoindolin-1-one as a light yellow solid (100 mg, 70% yield): mp, 130.0-134.0° C.; 1H NMR (CDCl3) δ 1...